Dataset: the Open Reaction Database (ORD), a public repository of structured organic reaction records. Task: describe an organic reaction: reactants, conditions, products, and yield The reactants are N1C=NC(=C1)C1CCNCC1 (4-(4-imidazolyl)piperidine), C([O-])([O-])=O.[K+].[K+] (potassium carbonate), FC1=CC=C(CCl)C=C1 (p-fluorobenzyl chloride). The solvent is CN(C=O)C (dimethyl formamide). Conditions: temperature 80 celsius, time 2 hour. The product is FC1=CC=C(CN2CCC(CC2)C=2N=CNC2)C=C1 (1-(p-FLUOROBENZYL)-4-(4-IMIDAZOLYL)PIPERIDINE). Reaction SMILES: [NH:1]1[CH:5]=[C:4]([CH:6]2[CH2:11][CH2:10][NH:9][CH2:8][CH2:7]2)[N:3]=[CH:2]1.C(=O)([O-])[O-].[K+].[K+].[F:18][C:19]1[CH:26]=[CH:25][C:22]([CH2:23]Cl)=[CH:21][CH:20]=1>CN(C)C=O>[F:18][C:19]1[CH:26]=[CH:25][C:22]([CH2:23][N:9]2[CH2:10][CH2:11][CH:6]([C:4]3[N:3]=[CH:2][NH:1][CH:5]=3)[CH2:7][CH2:8]2)=[CH:21][CH:20]=1 |f:1.2.3|. Procedure details: To a solution of 1.5 g of 4-(4-imidazolyl)piperidine in 75 cm3 of dimethyl formamide, 2 g of potassium carbonate and 1.5 g of p-fluorobenzyl chloride are added. The mixture is then heated to 80° C. with stirring for 2 hours. The mixture is filtered and the filtrate evaporated under reduced pressure. The residue is recrystallized in acetonitrile. White crystals, M.p. 232° C. Reactants: C(CCC)[Li] (butyllithium), CCCCCC (hexane), BrC=1C=CC=C2C=CC(=NC12)C (8-Bromo-2-methylquinoline), [NH4+].[Cl-] (NH4Cl), [NH4+].[Cl-] (NH4Cl), CN(C)C=O (DMF). Run in O1CCCC1 (tetrahydrofuran), C(C)OCC (diethyl ether), C(C)O (Ethanol), O1CCCC1 (tetrahydrofuran). Conditions: temperature -70 celsius, time 30 minute. Product: CC1=NC2=C(C=CC=C2C=C1)C=O (2-methyl-8-quinolinecarboxaldehyde). Yield: 129.8%. RXN SMILES: Br[C:2]1[CH:3]=[CH:4][CH:5]=[C:6]2[C:11]=1[N:10]=[C:9]([CH3:12])[CH:8]=[CH:7]2.C([Li])CCC.CCCCCC.CN([CH:27]=[O:28])C.[NH4+].[Cl-]>O1CCCC1.C(OCC)C.C(O)C>[CH3:12][C:9]1[CH:8]=[CH:7][C:6]2[C:11](=[C:2]([CH:27]=[O:28])[CH:3]=[CH:4][CH:5]=2)[N:10]=1 |f:4.5|. Reported procedure: 8-Bromo-2-methylquinoline (0.0675 mol) was added portionwise at −70° C. under N2 flow to a mixture of a solution of butyllithium in hexane (1.6M) (0.135 mol) in tetrahydrofuran (300 ml) and diethyl ether (300 ml). The mixture was stirred for 30 minutes. A solution of DMF (0.405 mol) in tetrahydrofuran (100 ml) was added quickly. The mixture was cooled to −70° C. and stirred for 15 minutes. Ethanol (70 ml) and a NH4Cl solution 10% were added. The mixture was brought to room temperature and stirre... Starting materials: CN1C2=CC[C@H]3[C@@H]4CC[C@@H]([C@@]4(C)CC[C@@H]3[C@]2(CCC1=O)C)C(=O)O (4-methyl-3-oxo-4-azaandrost-5-ene-17β-carboxylic acid), CC(C)(C=1SC=CC1)N (1-methyl-1-(2-thienyl)ethylamine). Product: CC(C)(C=1SC=CC1)NC(=O)[C@@H]1[C@]2(C)[C@@H](CC1)[C@@H]1CC=C3N(C(CC[C@]3(C)[C@H]1CC2)=O)C (N-[1-Methyl-1-(2-thienyl)ethyl]-4-methyl-3-oxo-4-azaandrost-5-ene-17β-carboxamide). The yield is 50.0%. Reaction SMILES: [CH3:1][N:2]1[C:19](=[O:20])[CH2:18][CH2:17][C@@:16]2([CH3:21])[C:3]1=[CH:4][CH2:5][C@@H:6]1[C@@H:15]2[CH2:14][CH2:13][C@@:11]2([CH3:12])[C@H:7]1[CH2:8][CH2:9][C@@H:10]2[C:22](O)=[O:23].[CH3:25][C:26]([NH2:33])([C:28]1[S:29][CH:30]=[CH:31][CH:32]=1)[CH3:27]>>[CH3:25][C:26]([NH:33][C:22]([C@H:10]1[CH2:9][CH2:8][C@H:7]2[C@H:6]3[C@H:15]([CH2:14][CH2:13][C@:11]12[CH3:12])[C@:16]1([CH3:21])[C:3]([N:2]([CH3:1])[C:19](=[O:20])[CH2:18][CH2:17]1)=[CH:4][CH2:5]3)=[O:23])([C:28]1[S:29][CH:30]=[CH:31][CH:32]=1)[CH3:27]. Procedure: The title compound was prepared in a yield of 50% in a similar manner to that described in Example 2 by reacting 4-methyl-3-oxo-4-azaandrost-5-ene-17β-carboxylic acid (prepared as described in Preparation 5) and 1-methyl-1-(2-thienyl)ethylamine. Starting materials: C=CCC(CC(=O)c1cccc(Br)c1)O[Si](C)(C)C(C)(C)C, ONCc1ccccc1, C1CCOC1, CCOC(C)=O, O. Product: CC(C)(C)[Si](C)(C)OC1CC2CON(Cc3ccccc3)C2(c2cccc(Br)c2)C1. Reaction SMILES: [Br:1][c:2]1[cH:3][c:4]([C:8]([CH2:9][CH:10]([CH2:11][CH:12]=[CH2:13])[O:14][Si:15]([CH3:16])([CH3:17])[C:18]([CH3:19])([CH3:20])[CH3:21])=[O:22])[cH:5][cH:6][cH:7]1.[CH2:23]([c:24]1[cH:25][cH:26][cH:27][cH:28][cH:29]1)[NH:30][OH:31].[CH2:39]1[O:40][CH2:41][CH2:42][CH2:43]1.[CH3:33][CH2:34][O:35][C:36](=[O:37])[CH3:38].[OH2:32]>>[Br:1][c:2]1[cH:3][c:4]([C:8]23[CH2:9][CH:10]([O:14][Si:15]([CH3:16])([CH3:17])[C:18]([CH3:19])([CH3:20])[CH3:21])[CH2:11][CH:12]2[CH2:13][O:31][N:30]3[CH2:23][c:24]2[cH:25][cH:26][cH:27][cH:28][cH:29]2)[cH:5][cH:6][cH:7]1. Starting materials: COC(=O)Cl, CCN(C(C)C)C(C)C, COC(=O)C1CCNC(c2ccc(Cl)cc2F)C1, ClCCl. As a reaction SMILES: [C:28]([O:29][CH3:30])(=[O:31])[Cl:32].[CH:19]([N:20]([CH2:21][CH3:22])[CH:23]([CH3:24])[CH3:25])([CH3:26])[CH3:27].[Cl:1][c:2]1[cH:3][c:4]([F:18])[c:5]([CH:8]2[NH:9][CH2:10][CH2:11][CH:12]([C:14](=[O:15])[O:16][CH3:17])[CH2:13]2)[cH:6][cH:7]1.[Cl:33][CH2:34][Cl:35]>>[Cl:1][c:2]1[cH:3][c:4]([F:18])[c:5]([CH:8]2[N:9]([C:28]([O:29][CH3:30])=[O:31])[CH2:10][CH2:11][CH:12]([C:14](=[O:15])[O:16][CH3:17])[CH2:13]2)[cH:6][cH:7]1. Product: COC(=O)C1CCN(C(=O)OC)C(c2ccc(Cl)cc2F)C1. Reactants: methyl ester, CC1=CCC(CC1)C(=O)O (4-methyl-3-cyclohexene-1-carboxylic acid), Grignard reagent, S(O)(O)(=O)=O (sulfuric acid), [Mg] (magnesium), BrCCCCBr (1,4-dibromobutane). The solvent is O1CCCC1 (tetrahydrofuran), O1CCCC1 (tetrahydrofuran), O1CCCC1 (tetrahydrofuran). Run at time 2 day. Yields the product CC1=CCC(CC1)C1(CCCC1)O (1-(4-Methyl-3-cyclohexen-1-yl)cyclopentan-1-ol). As a reaction SMILES: [Mg].Br[CH2:3][CH2:4][CH2:5][CH2:6]Br.[CH3:8][C:9]1[CH2:14][CH2:13][CH:12]([C:15]([OH:17])=O)[CH2:11][CH:10]=1.S(=O)(=O)(O)O>O1CCCC1>[CH3:8][C:9]1[CH2:14][CH2:13][CH:12]([C:15]2([OH:17])[CH2:6][CH2:5][CH2:4][CH2:3]2)[CH2:11][CH:10]=1. Reported procedure: To a stirred suspension of 46.8 g of magnesium in 250 ml of tetrahydrofuran was added 182 g of 1,4-dibromobutane in 700 ml of dry tetrahydrofuran over 1 hour. The gently refluxing reaction mixture was maintained at reflux for 2 more hours and then cooled to room temperature. A solution of 100 g of the methyl ester of 4-methyl-3-cyclohexene-1-carboxylic acid in 20 ml of dry tetrahydrofuran was added at 20°-30° C. with cooling by an ice bath. The reaction mixture was stirred at room temperature fo...